From a dataset of the Open Reaction Database (ORD), a public repository of structured organic reaction records. describe an organic reaction: reactants, conditions, products, and yield Reactants: ClCC=1C=C(C=C(C1)C(F)(F)F)NC(=O)N1C=CC2=CC(=CC=C12)OC=1C2=C(N=CN1)CN(CC2)C(=O)OC(C)(C)C (tert-butyl 4-(1-(3-(chloromethyl)-5-(trifluoromethyl)phenylcarbamoyl)-1H-indol-5-yloxy)-5,6-dihydropyrido[3,4-d]pyrimidine-7(8H)-carboxylate), C(C)(C)N (isopropyl amine), [Na+].[I-] (NaI). Conditions: temperature 45 celsius. The product is C(C)(C)NCC=1C=C(C=C(C1)C(F)(F)F)NC(=O)N1C=CC2=CC(=CC=C12)OC=1C2=C(N=CN1)CNCC2 (N-(3-((isopropylamino)methyl)-5-(trifluoromethyl)phenyl)-5-(5,6,7,8-tetrahydropyrido[3,4-d]pyrimidin-4-yloxy)-1H-indole-1-carboxamide). RXN SMILES: Cl[CH2:2][C:3]1[CH:4]=[C:5]([NH:13][C:14]([N:16]2[C:24]3[C:19](=[CH:20][C:21]([O:25][C:26]4[C:27]5[CH2:35][CH2:34][N:33](C(OC(C)(C)C)=O)[CH2:32][C:28]=5[N:29]=[CH:30][N:31]=4)=[CH:22][CH:23]=3)[CH:18]=[CH:17]2)=[O:15])[CH:6]=[C:7]([C:9]([F:12])([F:11])[F:10])[CH:8]=1.[CH:43]([NH2:46])([CH3:45])[CH3:44].[Na+].[I-]>>[CH:43]([NH:46][CH2:2][C:3]1[CH:4]=[C:5]([NH:13][C:14]([N:16]2[C:24]3[C:19](=[CH:20][C:21]([O:25][C:26]4[C:27]5[CH2:35][CH2:34][NH:33][CH2:32][C:28]=5[N:29]=[CH:30][N:31]=4)=[CH:22][CH:23]=3)[CH:18]=[CH:17]2)=[O:15])[CH:6]=[C:7]([C:9]([F:11])([F:12])[F:10])[CH:8]=1)([CH3:45])[CH3:44] |f:2.3|. Procedure: To a solution of the above mixture (0.15 g, 0.227 mmol) in 3 mL of DCM, isopropyl amine (0.06 mL, 0.680 mmol) is added followed by sodium iodide (0.1 g, 0.68 mmol). After 45 min, LC-MS shows that tert-butyl 4-(1-(3-((methylsulfonyloxy)methyl)-5-(trifluoromethyl)phenylcarbamoyl)-1H-indol-5-yloxy)-5,6-dihydropyrido[3,4-d]pyrimidine-7(8H)-carboxylate is converted to desired product and the tert-butyl 4-(1-(3-(chloromethyl)-5-(trifluoromethyl)phenylcarbamoyl)-1H-indol-5-yloxy)-5,6-dihydropyrido[3,4-...